Dataset: the Open Reaction Database (ORD), a public repository of structured organic reaction records. Task: describe an organic reaction: reactants, conditions, products, and yield Reactants: BrC=1C=C(C(=NC1)CC#N)Cl (5-bromo-3-chloro-2-pyridineacetonitrile), BrC=1C=C(C(=NC1)CC#N)Cl (5-bromo-3-chloro-2-pyridineacetonitrile), FC(C1=NNC=C1)(F)F (3-(trifluoromethyl)-1H-pyrazole), C([O-])([O-])=O.[K+].[K+] (potassium carbonate), CN[C@H]1[C@@H](CCCC1)NC (trans-N,N′-dimethyl-1,2-cyclohexanediamine). The reagents and catalysts are [Cu]I (copper(I) iodide). The solvent is ice water, O1CCOCC1 (1,4-dioxane). Run at temperature 100 celsius. The product is ClC=1C(=NC=C(C1)N1N=C(C=C1)C(F)(F)F)CC#N (3-chloro-5-[3-(trifluoromethyl)-1H-pyrazol-1-yl]-2-pyridineacetonitrile). Reaction SMILES: Br[C:2]1[CH:3]=[C:4]([Cl:11])[C:5]([CH2:8][C:9]#[N:10])=[N:6][CH:7]=1.[F:12][C:13]([F:20])([F:19])[C:14]1[CH:18]=[CH:17][NH:16][N:15]=1.C(=O)([O-])[O-].[K+].[K+].CN[C@@H]1CCCC[C@H]1NC>O1CCOCC1.[Cu]I>[Cl:11][C:4]1[C:5]([CH2:8][C:9]#[N:10])=[N:6][CH:7]=[C:2]([N:16]2[CH:17]=[CH:18][C:14]([C:13]([F:20])([F:19])[F:12])=[N:15]2)[CH:3]=1 |f:2.3.4|. Procedure: To a solution of 5-bromo-3-chloro-2-pyridineacetonitrile (i.e. the product of Step A; 6.0 g, 0.025 mol) in 1,4-dioxane (50 mL) was added 3-(trifluoromethyl)-1H-pyrazole (3.74 g, 0.027 mol), copper(I) iodide (0.49 g, 0.0025 mol), potassium carbonate (13.8 g, 0.1 mol) and trans-N,N′-dimethyl-1,2-cyclohexanediamine (1.42 g, 0.01 mol) under argon atmosphere at room temperature, and the resulting mixture was heated at 100° C. for 16 h. The cooled reaction mixture was diluted with ice water and extrac... The reactants are C(C)OC(CCN(C(=O)N1[C@H](C(=O)OCC2=CC=CC=C2)C[C@H](C1)O)CC)=O ((trans)-1-[[(3-ethoxy-3-oxopropyl)ethylamino]carbonyl]-4-hydroxy-L-proline, phenylmethyl ester), COC=CC1=CC=C(C=C1)O (4-(2-methoxyethenyl)phenol), C1(=CC=CC=C1)P(C1=CC=CC=C1)C1=CC=CC=C1 (triphenylphosphine), CCOC(=O)/N=N/C(=O)OCC (diethylazodicarboxylate). Yields the product COC=CC1=CC=C(O[C@H]2C[C@H](N(C2)C(=O)N(CC)CCC(=O)OCC)C(=O)OCC2=CC=CC=C2)C=C1 ((cis)-4-[4-(2-methoxyethenyl)phenoxy]-1-[[(3-ethoxy-3-oxopropyl)ethylamino]carbonyl]-L-proline, phenylmethyl ester). Reaction SMILES: [CH2:1]([O:3][C:4](=[O:28])[CH2:5][CH2:6][N:7]([CH2:26][CH3:27])[C:8]([N:10]1[CH2:24][C@H:23]([OH:25])[CH2:22][C@H:11]1[C:12]([O:14][CH2:15][C:16]1[CH:21]=[CH:20][CH:19]=[CH:18][CH:17]=1)=[O:13])=[O:9])[CH3:2].[CH3:29][O:30][CH:31]=[CH:32][C:33]1[CH:38]=[CH:37][C:36](O)=[CH:35][CH:34]=1.C1(P(C2C=CC=CC=2)C2C=CC=CC=2)C=CC=CC=1.CCOC(/N=N/C(OCC)=O)=O>>[CH3:29][O:30][CH:31]=[CH:32][C:33]1[CH:38]=[CH:37][C:36]([O:25][C@@H:23]2[CH2:24][N:10]([C:8]([N:7]([CH2:6][CH2:5][C:4]([O:3][CH2:1][CH3:2])=[O:28])[CH2:26][CH3:27])=[O:9])[C@H:11]([C:12]([O:14][CH2:15][C:16]3[CH:17]=[CH:18][CH:19]=[CH:20][CH:21]=3)=[O:13])[CH2:22]2)=[CH:35][CH:34]=1. Reported procedure: Equimolar amounts of (trans)-1-[[(3-ethoxy-3-oxopropyl)ethylamino]carbonyl]-4-hydroxy-L-proline, phenylmethyl ester and 4-(2-methoxyethenyl)phenol are reacted in the presence of triphenylphosphine and diethylazodicarboxylate to give (cis)-4-[4-(2-methoxyethenyl)phenoxy]-1-[[(3-ethoxy-3-oxopropyl)ethylamino]carbonyl]-L-proline, phenylmethyl ester. Reactants: C1(CC1)C(=O)Cl (cyclopropanecarboxylic acid chloride), COC(=O)[C@H]1CN[C@@H]2CC3=CNC4=CC=CC([C@H]2C1)=C34 (8β-methoxycarbonylergoline), O (water). Run in N1=CC=CC=C1 (pyridine). Conditions: time 1 hour. The product is C1(CC1)C(=O)N1C[C@@H](C[C@@H]2C=3C=CC=C4NC=C(C[C@@H]12)C34)C(=O)OC (6-cyclopropanoyl-8β-methoxycarbonylergoline). Reaction SMILES: [CH:1]1([C:4](Cl)=[O:5])[CH2:3][CH2:2]1.[CH3:7][O:8][C:9]([C@@H:11]1[CH2:25][C@H:24]2[C@@H:14]([CH2:15][C:16]3[C:26]4[C:19](=[CH:20][CH:21]=[CH:22][C:23]2=4)[NH:18][CH:17]=3)[NH:13][CH2:12]1)=[O:10].O>N1C=CC=CC=1>[CH:1]1([C:4]([N:13]2[C@H:14]3[C@@H:24]([C:23]4[CH:22]=[CH:21][CH:20]=[C:19]5[C:26]=4[C:16]([CH2:15]3)=[CH:17][NH:18]5)[CH2:25][C@@H:11]([C:9]([O:8][CH3:7])=[O:10])[CH2:12]2)=[O:5])[CH2:3][CH2:2]1. Reported procedure: There were slowly added 6 ml of cyclopropanecarboxylic acid chloride to an iced solution of 15 g of 8β-methoxycarbonylergoline in 170 ml of pyridine. The reaction mixture was left at room temperature for 1 hr, then poured into cooled acid water. The precipitate was filtered and crystallized from methanol to give 16 g of 6-cyclopropanoyl-8β-methoxycarbonylergoline melting at 276°-278° C. The reactants are COC1=CC=NC2=C(C=CC=C12)C (4-Methoxy-8-methylquinoline), BrN1C(CCC1=O)=O (N-bromosuccinimide), C(C1=CC=CC=C1)(=O)OOC(C1=CC=CC=C1)=O (benzoyl peroxide). Solvent: C(Cl)(Cl)(Cl)Cl (CCl4). Yields the product BrCC=1C=CC=C2C(=CC=NC12)OC (8-Bromomethyl-4-methoxyquinoline). As a reaction SMILES: [CH3:1][O:2][C:3]1[C:12]2[C:7](=[C:8]([CH3:13])[CH:9]=[CH:10][CH:11]=2)[N:6]=[CH:5][CH:4]=1.[Br:14]N1C(=O)CCC1=O.C(OOC(=O)C1C=CC=CC=1)(=O)C1C=CC=CC=1>C(Cl)(Cl)(Cl)Cl>[Br:14][CH2:13][C:8]1[CH:9]=[CH:10][CH:11]=[C:12]2[C:7]=1[N:6]=[CH:5][CH:4]=[C:3]2[O:2][CH3:1]. Procedure details: 4-Methoxy-8-methylquinoline (346 mg, 2 mmole), N-bromosuccinimide (365 mg, 2.05 mmole) and benzoyl peroxide (10 mg) in CCl4 (8 ml) were heated under reflux for 2.5 hours. The mixture was cooled and the succinimide was filtered off. The filtrate was washed with dilute aqueous NaHCO3 (1×) and water (1×), dried (Na2SO4) and evaporated to yield the sub-title compound as a pale yellow solid which was recrystallised from petroleum ether-cyclohexane to give colourless needles. Reactants: equimolecular mixture, FC1=CC2=C(NC(=N2)C2=CC=CC=3C(C4=CC=CC=C4C23)=NO)C=C1OC (4-(5-fluoro-6-methoxy-1H-benzimidazol-2-yl)-9H-fluoren-9-one oxime), O (water), C(C)(=O)O (acetic acid). Reagents/catalysts: [Zn] (zinc). The solvent is C(C)O (ethanol). Product: FC1=CC2=C(NC(=N2)C2=CC=CC=3C(C4=CC=CC=C4C23)N)C=C1OC (4-(5-fluoro-6-methoxy-1H -benzimidazol-2-yl)-9H-fluorene-9(R,S)-amine). As a reaction SMILES: [F:1][C:2]1[C:25]([O:26][CH3:27])=[CH:24][C:5]2[NH:6][C:7]([C:9]3[C:21]4[C:20]5[C:15](=[CH:16][CH:17]=[CH:18][CH:19]=5)[C:14](=[N:22]O)[C:13]=4[CH:12]=[CH:11][CH:10]=3)=[N:8][C:4]=2[CH:3]=1.O.C(O)(=O)C>C(O)C.[Zn]>[F:1][C:2]1[C:25]([O:26][CH3:27])=[CH:24][C:5]2[NH:6][C:7]([C:9]3[C:21]4[C:20]5[C:15](=[CH:16][CH:17]=[CH:18][CH:19]=5)[CH:14]([NH2:22])[C:13]=4[CH:12]=[CH:11][CH:10]=3)=[N:8][C:4]=2[CH:3]=1. Procedure details: The procedure used in stage 4 of Example 216 is followed. In a 30 ml round-bottomed flask under an argon atmosphere, dissolve 140 mg of equimolecular mixture of 4-(5-fluoro-6-methoxy-1H-benzimidazol-2-yl)-9H-fluoren-9-one oxime (Z,E), obtained in the previous stage, in a mixture of 0.7 ml of ethanol, 0.7 ml of water and 0.7 ml of acetic acid. At room temperature, add 100 mg of zinc, in three stages, and, between each addition, stir for approximately one hour to two hours. After purification by f...